Dataset: the Open Reaction Database (ORD), a public repository of structured organic reaction records. Task: describe an organic reaction: reactants, conditions, products, and yield The reactants are IC1=CC=C(C=C1)C(=O)N1CCN(CC1)C1=NC(=C(C=C1C)C)C ((4-iodophenyl)[4-(3,5,6-trimethylpyridin-2-yl)piperazin-1-yl]methanone), O1C(N=CC1)=O (oxazolin-2-one). Product: CC=1C(=NC(=C(C1)C)C)N1CCN(CC1)C(=O)C1=CC=C(C=C1)N1C(OCC1)=O (3-{4-[4-(3,5,6-trimethylpyridin-2-yl)piperazine-1-carbonyl]phenyl}oxazolidin-2-one). Isolated yield 29.9%. As a reaction SMILES: I[C:2]1[CH:7]=[CH:6][C:5]([C:8]([N:10]2[CH2:15][CH2:14][N:13]([C:16]3[C:21]([CH3:22])=[CH:20][C:19]([CH3:23])=[C:18]([CH3:24])[N:17]=3)[CH2:12][CH2:11]2)=[O:9])=[CH:4][CH:3]=1.[O:25]1[CH2:29][CH:28]=[N:27][C:26]1=[O:30]>>[CH3:22][C:21]1[C:16]([N:13]2[CH2:14][CH2:15][N:10]([C:8]([C:5]3[CH:6]=[CH:7][C:2]([N:27]4[CH2:28][CH2:29][O:25][C:26]4=[O:30])=[CH:3][CH:4]=3)=[O:9])[CH2:11][CH2:12]2)=[N:17][C:18]([CH3:24])=[C:19]([CH3:23])[CH:20]=1. Procedure details: By reaction and treatment in the same manner as in Example 149 and using (4-iodophenyl)[4-(3,5,6-trimethylpyridin-2-yl)piperazin-1-yl]methanone (435 mg) described in Preparation Example 176 and oxazolin-2-one (104 mg), the title compound (118 mg) was obtained. Starting materials: O (water), [H-].[Na+] (sodium hydride), CC(C(CN1N=CN=C1)(O)COC1=CC=C(C=C1)C(C)=NO)(C)C (3,3-dimethyl-2-[4-(1-hydroximinoethyl)-phenoxymethyl]-1-(1,2,4-triazol-1-yl)-2-butanol), ClC1=C(CCl)C=CC(=C1)Cl (2,4-dichlorobenzyl chloride). Solvent: C(C)(=O)O (acetic acid), CS(=O)C (dimethylsulphoxide). Reaction conditions: time 1 hour. Product: ClC1=C(CN=C(C)C2=CC=C(OCC(CN3N=CN=C3)(C(C)(C)C)O)C=C2)C=CC(=C1)Cl (2-{4-[1-(2,4-dichlorobenzylimino)-ethyl]-phenoxymethyl} -3,3-dimethyl-1-(1,2,4-triazol-1-yl)-2-butanol). Isolated yield 75.7%. Reaction SMILES: [H-].[Na+].[CH3:3][C:4]([CH3:26])([CH3:25])[C:5]([CH2:13][O:14][C:15]1[CH:20]=[CH:19][C:18]([C:21](=[N:23]O)[CH3:22])=[CH:17][CH:16]=1)([OH:12])[CH2:6][N:7]1[CH:11]=[N:10][CH:9]=[N:8]1.[Cl:27][C:28]1[CH:35]=[C:34]([Cl:36])[CH:33]=[CH:32][C:29]=1[CH2:30]Cl.O>CS(C)=O.C(O)(=O)C>[Cl:27][C:28]1[CH:35]=[C:34]([Cl:36])[CH:33]=[CH:32][C:29]=1[CH2:30][N:23]=[C:21]([C:18]1[CH:19]=[CH:20][C:15]([O:14][CH2:13][C:5]([OH:12])([C:4]([CH3:26])([CH3:25])[CH3:3])[CH2:6][N:7]2[CH:11]=[N:10][CH:9]=[N:8]2)=[CH:16][CH:17]=1)[CH3:22] |f:0.1|. Procedure details: 1.44 g (0.06 mol) of sodium hydride (30% strength in paraffin oil) are added to a solution of 14.94 g (0.045 mol) of 3,3-dimethyl-2-[4-(1-hydroximinoethyl)-phenoxymethyl]-1-(1,2,4-triazol-1-yl)-2-butanol (Example 2) in 120 ml of absolute dimethylsulphoxide. The reaction mixture is stirred at room temperature for about 1 hour, until a clear solution has formed. 3.33 ml (0.06 mol) of 2,4-dichlorobenzyl chloride are then added and the reaction mixture is subsequently stirred at room temperature for... Starting materials: BrC1=CC=C2C=3C(CC(NC13)=O)(CN2)C ((±)-6-bromo-2a-methyl-1,2,2a,5-tetrahydropyrrolo[4,3,2-de]quinolin-4(3H)-one), BrC1=CC=C2C=3C(CC(NC13)=O)(CN2)C ((±)-6-bromo-2a-methyl-1,2,2a,5-tetrahydropyrrolo[4,3,2-de]quinolin-4(3H)-one), [Cu]C#N (copper(I) cyanide). The reagents and catalysts are C=1C=CC(=CC1)[P](C=2C=CC=CC2)(C=3C=CC=CC3)[Pd]([P](C=4C=CC=CC4)(C=5C=CC=CC5)C=6C=CC=CC6)([P](C=7C=CC=CC7)(C=8C=CC=CC8)C=9C=CC=CC9)[P](C=1C=CC=CC1)(C=1C=CC=CC1)C=1C=CC=CC1 (tetrakis(triphenylphosphine)palladium(0)). Solvent: CN(C)C=O (DMF). Run at temperature 150 celsius. The product is CC12CC(NC3=C(C=CC(=C13)NC2)C#N)=O ((±)-2a-Methyl-4-oxo-1,2,2a,3,4,5-hexahydropyrrolo[4,3,2-de]quinoline-6-carbonitrile). RXN SMILES: Br[C:2]1[C:11]2[NH:10][C:9](=[O:12])[CH2:8][C:7]3([CH3:15])[CH2:13][NH:14][C:5]([C:6]=23)=[CH:4][CH:3]=1.[Cu][C:17]#[N:18]>CN(C=O)C.C1C=CC([P]([Pd]([P](C2C=CC=CC=2)(C2C=CC=CC=2)C2C=CC=CC=2)([P](C2C=CC=CC=2)(C2C=CC=CC=2)C2C=CC=CC=2)[P](C2C=CC=CC=2)(C2C=CC=CC=2)C2C=CC=CC=2)(C2C=CC=CC=2)C2C=CC=CC=2)=CC=1>[CH3:15][C:7]12[CH2:13][NH:14][C:5]3=[C:6]1[C:11](=[C:2]([C:17]#[N:18])[CH:3]=[CH:4]3)[NH:10][C:9](=[O:12])[CH2:8]2 |^1:27,29,48,67|. Reported procedure: A mixture of (±)-6-bromo-2a-methyl-1,2,2a,5-tetrahydropyrrolo[4,3,2-de]quinolin-4(3H)-one (53 mg, 0.20 mmol, described in Intermediate 47), tetrakis(triphenylphosphine)palladium(0) (48 mg, 0.042 mmol), and copper(I) cyanide (27 mg, 0.30 mmol) in DMF (2 mL) was heated at 150° C. for 3 h. The cooled reaction mixture was quenched with aqueous NaHCO3 (10 mL) and extracted with EtOAc (30 mL). The organic layer was washed with brine, dried over Na2SO4, filtered, and concentrated in vacuo. The crude pr... Reactants: C(C)(=O)OCCBr (2-Bromoethyl acetate), CN(C=1C=C(C=CC1)O)C (3-(dimethylamino)phenol), C(=O)([O-])[O-].[K+].[K+] (K2CO3). Run in CN(C)C=O (DMF), O (water). Run at temperature 80 celsius. Yields the product C(C)(=O)OCCOC1=CC(=CC=C1)N(C)C (2-(3-(dimethylamino)phenoxy)ethyl acetate). As a reaction SMILES: [C:1]([O:4][CH2:5][CH2:6]Br)(=[O:3])[CH3:2].[CH3:8][N:9]([CH3:17])[C:10]1[CH:11]=[C:12]([OH:16])[CH:13]=[CH:14][CH:15]=1.C([O-])([O-])=O.[K+].[K+]>CN(C=O)C.O>[C:1]([O:4][CH2:5][CH2:6][O:16][C:12]1[CH:13]=[CH:14][CH:15]=[C:10]([N:9]([CH3:17])[CH3:8])[CH:11]=1)(=[O:3])[CH3:2] |f:2.3.4|. Reported procedure: 2-Bromoethyl acetate (1.34 g, 4.01 mmol) was added to a suspension of 3-(dimethylamino)phenol (0.50 g, 3.64 mmol) and K2CO3 (1.5 g, 10.8 mmol) in anhydrous DMF (3 mL). The reaction mixture was heated to 80° C. for 18 hours, cooled to rt, diluted with water, extracted with DCM. The organic phases were washed with brine, dried over MgSO4, filtered, and concentrated under reduced pressure. The crude material was purified by column chromatography on silica gel eluting with a gradient of PE:EtOAc 90:... Reactants: BrC1=CC=C(C=C1)[C@H]1[C@@]2(C(N(C(N2C)=O)C2=CC(=CC(=C2)Cl)Cl)=O)CCC1 ((5R*,6S*)-6-(4-bromophenyl)-3-(3,5-dichlorophenyl)-1-methyl-1,3-diazaspiro[4.4]nonane-2,4-dione), C1(=CC=CC=C1)B(O)O (phenylboronic acid), C(=O)([O-])[O-].[K+].[K+] (K2CO3). The reagents and catalysts are C=1C=CC(=CC1)[P](C=2C=CC=CC2)(C=3C=CC=CC3)[Pd]([P](C=4C=CC=CC4)(C=5C=CC=CC5)C=6C=CC=CC6)([P](C=7C=CC=CC7)(C=8C=CC=CC8)C=9C=CC=CC9)[P](C=1C=CC=CC1)(C=1C=CC=CC1)C=1C=CC=CC1 ((Ph3P)4Pd). Solvent: COCCOC (DME), O (water). Reaction conditions: temperature 80 celsius. Yields the product C1(=CC=C(C=C1)[C@H]1[C@@]2(C(N(C(N2C)=O)C2=CC(=CC(=C2)Cl)Cl)=O)CCC1)C1=CC=CC=C1 ((5R*,6S*)-6-biphenyl-4-yl-3-(3,5-dichlorophenyl)-1-methyl-1,3-diazaspiro[4.4]nonane-2,4-dione). The yield is 25.3%. Reaction SMILES: Br[C:2]1[CH:7]=[CH:6][C:5]([C@@H:8]2[CH2:27][CH2:26][CH2:25][C@:9]32[N:13]([CH3:14])[C:12](=[O:15])[N:11]([C:16]2[CH:21]=[C:20]([Cl:22])[CH:19]=[C:18]([Cl:23])[CH:17]=2)[C:10]3=[O:24])=[CH:4][CH:3]=1.[C:28]1(B(O)O)[CH:33]=[CH:32][CH:31]=[CH:30][CH:29]=1.C([O-])([O-])=O.[K+].[K+]>COCCOC.O.C1C=CC([P]([Pd]([P](C2C=CC=CC=2)(C2C=CC=CC=2)C2C=CC=CC=2)([P](C2C=CC=CC=2)(C2C=CC=CC=2)C2C=CC=CC=2)[P](C2C=CC=CC=2)(C2C=CC=CC=2)C2C=CC=CC=2)(C2C=CC=CC=2)C2C=CC=CC=2)=CC=1>[C:2]1([C:28]2[CH:33]=[CH:32][CH:31]=[CH:30][CH:29]=2)[CH:7]=[CH:6][C:5]([C@@H:8]2[CH2:27][CH2:26][CH2:25][C@:9]32[N:13]([CH3:14])[C:12](=[O:15])[N:11]([C:16]2[CH:21]=[C:20]([Cl:22])[CH:19]=[C:18]([Cl:23])[CH:17]=2)[C:10]3=[O:24])=[CH:4][CH:3]=1 |f:2.3.4,^1:53,55,74,93|. Reported procedure: A solution of (5R*,6S*)-6-(4-bromophenyl)-3-(3,5-dichlorophenyl)-1-methyl-1,3-diazaspiro[4.4]nonane-2,4-dione (80 mg, 0.17 mmol) (Example 1), phenylboronic acid (73 mg, 0.6 mmol), (Ph3P)4Pd (20 mg, 0.02 mmol) and K2CO3 (80 mg, 0.6 mmol) in a mixture of DME (1.5 ml) and water (50 μl) was heated at 80° C. for 12 h. The insoluble material was filtered off and the filtrate concentrated. After chromatography, (5R*,6S*)-6-biphenyl-4-yl-3-(3,5-dichlorophenyl)-1-methyl-1,3-diazaspiro[4.4]nonane-2,4-dion... The product is COc1ccc(N2CCN(c3ccc(NC4=NCC(OC)S4)cc3)CC2)cc1. The reactants are COc1ccc(N2CCN(c3ccc(NC(=S)NCC(OC)OC)cc3)CC2)cc1, O=CO. Reaction SMILES: [CH3:1][O:2][CH:3]([CH2:4][NH:5][C:6](=[S:7])[NH:8][c:9]1[cH:10][cH:11][c:12]([N:15]2[CH2:16][CH2:17][N:18]([c:21]3[cH:22][cH:23][c:24]([O:27][CH3:28])[cH:25][cH:26]3)[CH2:19][CH2:20]2)[cH:13][cH:14]1)[O:29][CH3:30].[CH:31]([OH:32])=[O:33]>>[CH:3]1([O:29][CH3:30])[CH2:4][N:5]=[C:6]([NH:8][c:9]2[cH:10][cH:11][c:12]([N:15]3[CH2:16][CH2:17][N:18]([c:21]4[cH:22][cH:23][c:24]([O:27][CH3:28])[cH:25][cH:26]4)[CH2:19][CH2:20]3)[cH:13][cH:14]2)[S:7]1. The reactants are C(C)(=O)O[BH-](OC(C)=O)OC(C)=O.[Na+] (sodium triacetoxyborohydride), O=S1(CCN(CC1)C(=O)C=1N(C2=CC=C(C=C2C1)OC1CCNCC1)C(C)C)=O ((1,1-dioxo-1λ6-thiomorpholin-4-yl)-[1-isopropyl-5-(piperidin-4-yloxy)-1H-indol-2-yl]-methanone), C(C)(=O)O (acetic acid), C1CCC1 (cyclobutane). The solvent is O1CCCC1 (tetrahydrofuran). Reaction conditions: temperature 55 celsius, time 2 hour. Product: C1(CCC1)N1CCC(CC1)OC=1C=C2C=C(N(C2=CC1)C(C)C)C(=O)N1CCS(CC1)(=O)=O ([5-(1-Cyclobutyl-piperidin-4-yloxy)-1-isopropyl-1H-indol-2-yl]-(1,1-dioxo-1λ6-thiomorpholin-4-yl)-methanone). Isolated yield 32.1%. Reaction SMILES: [O:1]=[S:2]1(=[O:29])[CH2:7][CH2:6][N:5]([C:8]([C:10]2[N:11]([CH:26]([CH3:28])[CH3:27])[C:12]3[C:17]([CH:18]=2)=[CH:16][C:15]([O:19][CH:20]2[CH2:25][CH2:24][NH:23][CH2:22][CH2:21]2)=[CH:14][CH:13]=3)=[O:9])[CH2:4][CH2:3]1.C(O)(=O)C.[CH2:34]1[CH2:37][CH2:36][CH2:35]1.C(O[BH-](OC(=O)C)OC(=O)C)(=O)C.[Na+]>O1CCCC1>[CH:34]1([N:23]2[CH2:24][CH2:25][CH:20]([O:19][C:15]3[CH:16]=[C:17]4[C:12](=[CH:13][CH:14]=3)[N:11]([CH:26]([CH3:27])[CH3:28])[C:10]([C:8]([N:5]3[CH2:6][CH2:7][S:2](=[O:1])(=[O:29])[CH2:3][CH2:4]3)=[O:9])=[CH:18]4)[CH2:21][CH2:22]2)[CH2:37][CH2:36][CH2:35]1 |f:3.4|. Reported procedure: To a mixture of (1,1-dioxo-1λ6-thiomorpholin-4-yl)-[1-isopropyl-5-(piperidin-4-yloxy)-1H-indol-2-yl]-methanone (268 mg, 1.0 eq.) in acetic acid (115 mg, 3.0 eq.) was added a solution of cyclobutane (90 mg, 2.0 eq.) in tetrahydrofuran (8 mL). The mixture was stirred for 2 h at 55° C. Then the mixture was cooled to room temperature and sodium triacetoxyborohydride (279 mg, 2.0 eq.) was added. The reaction mixture was stirred overnight at 65° C. The residue was partitioned between water and ethyl a... Reactants: CCCN1CCN(c2ccc([N+](=O)[O-])c(OCC)c2)CC1, CCOC(C)=O, CO. Product: CCCN1CCN(c2ccc(N)c(OCC)c2)CC1. Reaction SMILES: [CH2:1]([CH3:2])[O:3][c:4]1[cH:5][c:6]([N:13]2[CH2:14][CH2:15][N:16]([CH2:19][CH2:20][CH3:21])[CH2:17][CH2:18]2)[cH:7][cH:8][c:9]1[N+:10]([O-:11])=[O:12].[CH3:22][CH2:23][O:24][C:25]([CH3:26])=[O:27].[CH3:28][OH:29]>>[CH2:1]([CH3:2])[O:3][c:4]1[cH:5][c:6]([N:13]2[CH2:14][CH2:15][N:16]([CH2:19][CH2:20][CH3:21])[CH2:17][CH2:18]2)[cH:7][cH:8][c:9]1[NH2:10].